Dataset: the Open Reaction Database (ORD), a public repository of structured organic reaction records. Task: describe an organic reaction: reactants, conditions, products, and yield Starting materials: C(C)OC(C(C(=O)OCC)C1=CC=C(C=C1)N)=O (2-(4-amino-phenyl)-malonic acid diethyl ester), [H-].[Al+3].[Li+].[H-].[H-].[H-] (lithium aluminum hydride). The solvent is CCOCC (ether). Conditions: time 2 hour. Product: NC1=CC=C(C=C1)C(CO)CO (2-(4-amino-phenyl)-propane-1,3-diol). Isolated yield 17.3%. RXN SMILES: C([O:3][C:4](=O)[CH:5]([C:11]1[CH:16]=[CH:15][C:14]([NH2:17])=[CH:13][CH:12]=1)[C:6](OCC)=[O:7])C.[H-].[Al+3].[Li+].[H-].[H-].[H-]>CCOCC>[NH2:17][C:14]1[CH:13]=[CH:12][C:11]([CH:5]([CH2:6][OH:7])[CH2:4][OH:3])=[CH:16][CH:15]=1 |f:1.2.3.4.5.6|. Procedure details: To a solution of 2-(4-amino-phenyl)-malonic acid diethyl ester (450 mg, 1.8 mmol) in anhydrous ether (20 ml), cooled at 0-10° C., was added lithium aluminum hydride (68 mg, 1.8 mmol). After stirring at room temperature for 2 hours, the reaction was cooled to 10° C. and quenched by the addition of hydrated sodium sulfate (2 g). The mixture was filtered and the solid was rinsed with tetrahydrofuran (10 ml). The combined filtrates were concentrated under reduced pressure. The residue was purified b...